This data is from the Open Reaction Database (ORD), a public repository of structured organic reaction records. The task is: describe an organic reaction: reactants, conditions, products, and yield Starting materials: C(O)([O-])=O.[Na+] (sodium hydrogencarbonate), O[C@@H]1[C@]2(O[C@H]([C@@H]1OC2)N2C1=NC=NC(=C1N=C2)NC(C2=CC=CC=C2)=O)CO ((1S,3R,4R,7S)-7-Hydroxy-1-hydroxymethyl-3-(6-N-benzoyladenin-9-yl)-2,5-dioxabicyclo[2.2.1]heptane), COC1=CC=C(C(C2=CC=C(C=C2)OC)(C2=CC=CC=C2)Cl)C=C1 (4,4′-dimethoxytrityl chloride), 4-N,N-dimethylaminopyridine. The solvent is N1=CC=CC=C1 (pyridine). Conditions: temperature 50 celsius, time 1 hour. Yields the product O[C@@H]1[C@]2(O[C@H]([C@@H]1OC2)N2C1=NC=NC(=C1N=C2)NC(C2=CC=CC=C2)=O)COC(C2=CC=C(C=C2)OC)(C2=CC=C(C=C2)OC)C2=CC=CC=C2 ((1R,3R,4R,7S)-7-Hydroxy-1-(4,4′-dimethoxytrityloxymethyl)-3-(6-N-benzoyladenin-9-yl)-2,5-dioxabicyclo[2.2.1]heptane), O[C@@H]1[C@]2(O[C@H]([C@@H]1OC2)N2C1=NC=NC(=C1N=C2)N)CO ((1S,3R,4R,7S)-7-Hydroxy-1-hydroxymethyl-3-(adenin-9-yl)-2,5-dioxabicyclo[2.2.1]-heptane). Reaction SMILES: [OH:1][C@H:2]1[C@H:6]2[O:7][CH2:8][C@:3]1([CH2:27][OH:28])[O:4][C@H:5]2[N:9]1[CH:17]=[N:16][C:15]2[C:10]1=[N:11][CH:12]=[N:13][C:14]=2[NH:18][C:19](=[O:26])[C:20]1[CH:25]=[CH:24][CH:23]=[CH:22][CH:21]=1.[CH3:29][O:30][C:31]1[CH:52]=[CH:51][C:34]([C:35](Cl)([C:44]2[CH:49]=[CH:48][CH:47]=[CH:46][CH:45]=2)[C:36]2[CH:41]=[CH:40][C:39]([O:42][CH3:43])=[CH:38][CH:37]=2)=[CH:33][CH:32]=1.C(=O)([O-])O.[Na+]>N1C=CC=CC=1>[OH:1][C@H:2]1[C@H:6]2[O:7][CH2:8][C@:3]1([CH2:27][O:28][C:35]([C:44]1[CH:49]=[CH:48][CH:47]=[CH:46][CH:45]=1)([C:36]1[CH:41]=[CH:40][C:39]([O:42][CH3:43])=[CH:38][CH:37]=1)[C:34]1[CH:33]=[CH:32][C:31]([O:30][CH3:29])=[CH:52][CH:51]=1)[O:4][C@H:5]2[N:9]1[CH:17]=[N:16][C:15]2[C:10]1=[N:11][CH:12]=[N:13][C:14]=2[NH:18][C:19](=[O:26])[C:20]1[CH:25]=[CH:24][CH:23]=[CH:22][CH:21]=1.[OH:1][C@H:2]1[C@H:6]2[O:7][CH2:8][C@:3]1([CH2:27][OH:28])[O:4][C@H:5]2[N:9]1[CH:17]=[N:16][C:15]2[C:10]1=[N:11][CH:12]=[N:13][C:14]=2[NH2:18] |f:2.3|. Procedure: To a stirred solution of compound 61B (0.50 g) in anhydrous pyridine (20 cm3) was added 4,4′-dimethoxytrityl chloride (0.71 g, 2.09 mmol) and 4-N,N-dimethylaminopyridine (DMAP) (0.1 g). After stirring for 2 h at room temperature and for 1 h at 50° C., the reaction mixture was cooled to 0° C. and a saturated aqueous solution of sodium hydrogencarbonate (100 cm3) was added. After extraction using dichloromethane (3×50 cm3), the combined organic phase was dried (Na2SO4) and evaporated under reduced... Reactants: C(C1=CC=CC=C1)OC(C1=CC=C(C=C1)C(CCN(C)C)NC(=O)NC=1C=C2CCCC2=CC1)=O (4-[1-(2-dimethylaminoethyl)-3-(indan-5-yl)ureidomethyl]benzoic acid benzyl ester). The reagents and catalysts are [C].[Pd] (Palladium-carbon). Run in CO (methanol). Conditions: time 29 hour. Product: CN(CCC(C1=CC=C(C(=O)O)C=C1)NC(=O)NC=1C=C2CCCC2=CC1)C (4-[1-(2-Dimethylaminoethyl)-3-(indan-5-yl)ureidomethyl]benzoic acid). RXN SMILES: C([O:8][C:9](=[O:35])[C:10]1[CH:15]=[CH:14][C:13]([CH:16]([NH:22][C:23]([NH:25][C:26]2[CH:27]=[C:28]3[C:32](=[CH:33][CH:34]=2)[CH2:31][CH2:30][CH2:29]3)=[O:24])[CH2:17][CH2:18][N:19]([CH3:21])[CH3:20])=[CH:12][CH:11]=1)C1C=CC=CC=1>CO.[C].[Pd]>[CH3:21][N:19]([CH3:20])[CH2:18][CH2:17][CH:16]([NH:22][C:23]([NH:25][C:26]1[CH:27]=[C:28]2[C:32](=[CH:33][CH:34]=1)[CH2:31][CH2:30][CH2:29]2)=[O:24])[C:13]1[CH:12]=[CH:11][C:10]([C:9]([OH:35])=[O:8])=[CH:15][CH:14]=1 |f:2.3|. Reported procedure: 10% Palladium-carbon (0.10 g) was added to a solution of 4-[1-(2-dimethylaminoethyl)-3-(indan-5-yl)ureidomethyl]benzoic acid benzyl ester (Reference Compound No. 12-1, 0.97 g, 2.1 mmol) in methanol (20 mL), and then the reaction mixture was stirred at room temperature for 29 hours under hydrogen atmosphere. The insoluble materials were filtered out and the filtrate was evaporated under reduced pressure. The obtained solid was filtered with ethyl acetate to give 0.78 g of the title reference comp... Reactants: [N+](=O)([O-])C1=C(C#N)C(=CC=C1)[N+](=O)[O-] (2,6-dinitrobenzonitrile), C1(CCC1)CO (cyclobutylmethanol). Product: [N+](=O)([O-])C1=C(C#N)C(=CC=C1)OCC1CCC1 (2-Nitro-6-cyclobutylmethoxybenzonitrile). Reaction SMILES: [N+]([C:4]1[CH:11]=[CH:10][CH:9]=[C:8]([N+:12]([O-:14])=[O:13])[C:5]=1[C:6]#[N:7])([O-])=O.[CH:15]1([CH2:19][OH:20])[CH2:18][CH2:17][CH2:16]1>>[N+:12]([C:8]1[CH:9]=[CH:10][CH:11]=[C:4]([O:20][CH2:19][CH:15]2[CH2:18][CH2:17][CH2:16]2)[C:5]=1[C:6]#[N:7])([O-:14])=[O:13]. Reported procedure: Prepared as in Example 166d from 2,6-dinitrobenzonitrile and cyclobutylmethanol in 68% as a tan solid. 1H NMR (400 MHz, DMSO-d6) δ 1.93 (m, 4H), 2.10 (m, 2H), 2.79 (m, 1H), 4.25 (d, J=6.3 Hz, 2H), 7.74 (dd, J=8.5, 2.2 Hz, 1H), 7.91 (m, 2H). As a reaction SMILES: [Cl:1][C:2]1[C:3]2[C:10]([C:11]3[CH:16]=[CH:15][C:14]([N+:17]([O-])=O)=[CH:13][CH:12]=3)=[CH:9][N:8]([CH:20]([CH3:22])[CH3:21])[C:4]=2[N:5]=[CH:6][N:7]=1.[Cl-].[NH4+]>[Fe].O>[NH2:17][C:14]1[CH:15]=[CH:16][C:11]([C:10]2[C:3]3[C:2]([Cl:1])=[N:7][CH:6]=[N:5][C:4]=3[N:8]([CH:20]([CH3:22])[CH3:21])[CH:9]=2)=[CH:12][CH:13]=1 |f:1.2|. The product is NC1=CC=C(C=C1)C1=CN(C=2N=CN=C(C21)Cl)C(C)C (5-(4-aminophenyl)-4-chloro-7-isopropylpyrrolo[2,3-d]pyrimidine). Reactants: ClC=1C2=C(N=CN1)N(C=C2C2=CC=C(C=C2)[N+](=O)[O-])C(C)C (4-chloro-7-isopropyl-5-(4-nitrophenyl)pyrrolo[2,3-d]pyrimidine), [Cl-].[NH4+] (ammonium chloride). Procedure details: A mixture of 4-chloro-7-isopropyl-5-(4-nitrophenyl)pyrrolo[2,3-d]pyrimidine (1.0 g), iron powder (1.76 g), ammonium chloride (86 mg), water (8 ml) and industrial methylated spirit (40 ml) was boiled under reflux for one hour. The mixture was filtered and the solvent evaporated. The residue was taken up in ethyl acetate and washed with water. The ethyl acetate extract was dried, filtered and evaporated to give 5-(4-aminophenyl)-4-chloro-7-isopropylpyrrolo[2,3-d]pyrimidine. Run in industrial methylated spirit, O (water). Reagents/catalysts: [Fe] (iron). Reactants: COc1nc(NCC(NC(=O)OCc2ccccc2)C(=O)OC(C)(C)C)c(OC)c(N2CCC(c3ccc4c(n3)NCCC4)CC2)n1, Cc1ccccc1, ClCCl, O=C(O)C(F)(F)F. The product is COc1nc(NCC(NC(=O)OCc2ccccc2)C(=O)O)c(OC)c(N2CCC(c3ccc4c(n3)NCCC4)CC2)n1. RXN SMILES: [CH2:1]([c:2]1[cH:3][cH:4][cH:5][cH:6][cH:7]1)[O:8][C:9](=[O:10])[NH:11][CH:12]([C:13](=[O:14])[O:15][C:16]([CH3:17])([CH3:18])[CH3:19])[CH2:20][NH:21][c:22]1[n:23][c:24]([O:46][CH3:47])[n:25][c:26]([N:30]2[CH2:31][CH2:32][CH:33]([c:36]3[n:37][c:38]4[c:43]([cH:44][cH:45]3)[CH2:42][CH2:41][CH2:40][NH:39]4)[CH2:34][CH2:35]2)[c:27]1[O:28][CH3:29].[CH3:55][c:56]1[cH:57][cH:58][cH:59][cH:60][cH:61]1.[Cl:62][CH2:63][Cl:64].[OH:48][C:49]([C:50]([F:51])([F:52])[F:53])=[O:54]>>[CH2:1]([c:2]1[cH:3][cH:4][cH:5][cH:6][cH:7]1)[O:8][C:9](=[O:10])[NH:11][CH:12]([C:13](=[O:14])[OH:15])[CH2:20][NH:21][c:22]1[n:23][c:24]([O:46][CH3:47])[n:25][c:26]([N:30]2[CH2:31][CH2:32][CH:33]([c:36]3[n:37][c:38]4[c:43]([cH:44][cH:45]3)[CH2:42][CH2:41][CH2:40][NH:39]4)[CH2:34][CH2:35]2)[c:27]1[O:28][CH3:29].